From a dataset of the Open Reaction Database (ORD), a public repository of structured organic reaction records. describe an organic reaction: reactants, conditions, products, and yield Starting materials: Cl.OC1=NC(=CC=C1)O (2,6-dihydroxypyridine hydrogen-chloride), ClC1=C(C(=O)Cl)C=CC(=C1)Cl (2,4-dichlorobenzoyl chloride). Yields the product ClC1=C(C(=O)OC2=CC=CC(=N2)O)C=CC(=C1)Cl (6-(2,4-dichlorobenzoyloxy)-2-hydroxypyridine). Yield: 77.7%. RXN SMILES: Cl.[OH:2][C:3]1[CH:8]=[CH:7][CH:6]=[C:5]([OH:9])[N:4]=1.[Cl:10][C:11]1[CH:19]=[C:18]([Cl:20])[CH:17]=[CH:16][C:12]=1[C:13](Cl)=[O:14]>>[Cl:10][C:11]1[CH:19]=[C:18]([Cl:20])[CH:17]=[CH:16][C:12]=1[C:13]([O:9][C:5]1[N:4]=[C:3]([OH:2])[CH:8]=[CH:7][CH:6]=1)=[O:14] |f:0.1|. Procedure details: The general procedure of Example 81 was followed using 3.00 g of 2,6-dihydroxypyridine hydrogen-chloride and 4.26 g of 2,4-dichlorobenzoyl chloride, thereby producing 4.49 g of the title compound in a yield of 78%. The reactants are FC1=CC=C(C=C1)C1=C2CC(NC2=CC=C1)=O (4-(4-fluoro-phenyl)-1,3-dihydro-indol-2-one), CN([C@H]1CN(CC1)C(=O)C1=C(NC(=C1)C)C=O)C (3-[3-(3R)-dimethylamino-pyrrolidine-1-carbonyl]5-methyl-1H-pyrrole-2-carbaldehyde). The reagents and catalysts are N1CCCCC1 (piperidine). Run in C(C)O (ethanol). Run at time 3 day. Yields the product N1C(CC2=CC=CC=C12)=O (1,3-dihydro-indol-2-one). As a reaction SMILES: FC1C=CC([C:8]2[CH:16]=[CH:15][CH:14]=[C:13]3[C:9]=2[CH2:10][C:11](=[O:17])[NH:12]3)=CC=1.CN(C)[C@@H]1CCN(C(C2C=C(C)NC=2C=O)=O)C1>C(O)C.N1CCCCC1>[NH:12]1[C:13]2[C:9](=[CH:8][CH:16]=[CH:15][CH:14]=2)[CH2:10][C:11]1=[O:17]. Procedure: To a solution of 4-(4-fluoro-phenyl)-1,3-dihydro-indol-2-one (56.8 mg, 0.25 mmol) and 3-[3-(3R)-dimethylamino-pyrrolidine-1-carbonyl]5-methyl-1H-pyrrole-2-carbaldehyde (64.8 mg, 0.26 mmol) in ethanol (2 mL) was added piperidine (3 drops). The reaction mixture was stirred at room temperature for three days. A yellow solid product was precipitated out, filtered, washed by ethanol for three times, and dried under high vacuum to provide pure product 3-[3-[3-(3R)dimethylamino-pyrrolidine-1-carbonyl]-... The reactants are CC(=O)Nc1c(I)c(C(=O)[O-])c(I)c(N(C)C(C)=O)c1I, [Cs+], [I-], [Na+], CN(C)C=O, O=C(Cc1ccccc1)OCCl. The product is CC(=O)Nc1c(I)c(C(=O)OCOC(=O)Cc2ccccc2)c(I)c(N(C)C(C)=O)c1I. As a reaction SMILES: [C:13]([CH3:14])(=[O:15])[NH:16][c:17]1[c:18]([I:33])[c:19]([N:28]([CH3:29])[C:30]([CH3:31])=[O:32])[c:20]([I:27])[c:21]([C:24](=[O:25])[O-:26])[c:22]1[I:23].[Cs+:34].[I-:36].[Na+:35].[O:37]=[CH:38][N:39]([CH3:40])[CH3:41].[c:1]1([CH2:7][C:8](=[O:9])[O:10][CH2:11][Cl:12])[cH:2][cH:3][cH:4][cH:5][cH:6]1>>[c:1]1([CH2:7][C:8](=[O:9])[O:10][CH2:11][O:26][C:24]([c:21]2[c:20]([I:27])[c:19]([N:28]([CH3:29])[C:30]([CH3:31])=[O:32])[c:18]([I:33])[c:17]([NH:16][C:13]([CH3:14])=[O:15])[c:22]2[I:23])=[O:25])[cH:2][cH:3][cH:4][cH:5][cH:6]1.